Dataset: the Open Reaction Database (ORD), a public repository of structured organic reaction records. Task: describe an organic reaction: reactants, conditions, products, and yield The reactants are ClC1=C(CC(C(=O)OCC)C(=O)OCC)C=CC=C1 (diethyl o-chlorobenzylmalonate), Cl (hydrochloric acid), Cl (hydrochloric acid). Solvent: C(C)(=O)O (acetic acid). Conditions: time 5 minute. The product is ClC1=C(C=CC=C1)CCC(=O)O (β-2-chlorophenylpropionic acid). The yield is 92.9%. RXN SMILES: [Cl:1][C:2]1[CH:19]=[CH:18][CH:17]=[CH:16][C:3]=1[CH2:4][CH:5](C(OCC)=O)[C:6]([O:8]CC)=[O:7].Cl>C(O)(=O)C>[Cl:1][C:2]1[CH:19]=[CH:18][CH:17]=[CH:16][C:3]=1[CH2:4][CH2:5][C:6]([OH:8])=[O:7]. Reported procedure: To a 50 liter flask was added diethyl o-chlorobenzylmalonate (6067 g, 21.31 mol), glacial acetic acid (1090 mL), and concentrated hydrochloric acid (16,000 mL). The reaction was then heated at reflux for 21 hours and 13 minutes. Additional concentrated hydrochloric acid (1840 mL, 5520 mL total) was added at 3.5, 13.5, and 17 hours into the reflux. The reaction was cooled to 0°±2° C. and the resulting solid was collected by suction filtration and washed with water (4L). The solid was suspended in... The reactants are OCC[C@H]1N(CCC1)CCC=1C=C2CCCC2=CC1 ((2S)-(2-hydroxyethyl)-1-[2-(indan-5-yl)ethyl]pyrrolidine), S(=O)(Cl)Cl (thionyl chloride). Run in C(Cl)(Cl)Cl (chloroform). Yields the product ClCC[C@H]1N(CCC1)CCC=1C=C2CCCC2=CC1 ((2S)-(2-Chloroethyl)-1-[2-(indan-5-yl)ethyl]pyrrolidine). Isolated yield 91.0%. As a reaction SMILES: O[CH2:2][CH2:3][C@@H:4]1[CH2:8][CH2:7][CH2:6][N:5]1[CH2:9][CH2:10][C:11]1[CH:12]=[C:13]2[C:17](=[CH:18][CH:19]=1)[CH2:16][CH2:15][CH2:14]2.S(Cl)([Cl:22])=O>C(Cl)(Cl)Cl>[Cl:22][CH2:2][CH2:3][C@@H:4]1[CH2:8][CH2:7][CH2:6][N:5]1[CH2:9][CH2:10][C:11]1[CH:12]=[C:13]2[C:17](=[CH:18][CH:19]=1)[CH2:16][CH2:15][CH2:14]2. Reported procedure: A solution of (2S)-(2-hydroxyethyl)-1-[2-(indan-5-yl)ethyl]pyrrolidine (0.99 g, 3.8 mmol--see Preparation 17) and thionyl chloride (1 ml) in chloroform (15 ml) was heated under reflux for 3 hours and evaporated. The residue was partitioned between ethyl acetate and saturated aqueous sodium carbonate solution and the organic layer was dried over magnesium sulphate and evaporated to give the title compound (956 mg, 91%) as a brown oil which was not characterised before use (Example 24). The reactants are COCN1C(=CC2=CC=CC(=C12)N)C=1SC=CN1 (1-(methoxymethyl)-2-(1,3-thiazol-2-yl)-1H-indole-7-amine), S1C(=CC=C1)S(=O)(=O)Cl (thiophene-2-sulfonyl chloride). The solvent is N1=CC=CC=C1 (pyridine). Run at time 2 hour. Yields the product COCN1C(=CC2=CC=CC(=C12)NS(=O)(=O)C=1SC=CC1)C=1SC=CN1 (N-[1-(Methoxymethyl)-2-(1,3-thiazol-2-yl)-1H-indol-7-yl]thiophene-2-sulfonamide). The yield is 92.0%. Reaction SMILES: [CH3:1][O:2][CH2:3][N:4]1[C:12]2[C:7](=[CH:8][CH:9]=[CH:10][C:11]=2[NH2:13])[CH:6]=[C:5]1[C:14]1[S:15][CH:16]=[CH:17][N:18]=1.[S:19]1[CH:23]=[CH:22][CH:21]=[C:20]1[S:24](Cl)(=[O:26])=[O:25]>N1C=CC=CC=1>[CH3:1][O:2][CH2:3][N:4]1[C:12]2[C:7](=[CH:8][CH:9]=[CH:10][C:11]=2[NH:13][S:24]([C:20]2[S:19][CH:23]=[CH:22][CH:21]=2)(=[O:26])=[O:25])[CH:6]=[C:5]1[C:14]1[S:15][CH:16]=[CH:17][N:18]=1. Procedure details: To a mixture of 1-(methoxymethyl)-2-(1,3-thiazol-2-yl)-1H-indole-7-amine (1.87 g) and pyridine (10 mL) was added thiophene-2-sulfonyl chloride (1.57 g) at 0° C., and the mixture was stirred at room temperature for 2 hr. The reaction mixture was concentrated, 10% aqueous citric acid solution was added, and the mixture was extracted with ethyl acetate. The ethyl acetate layer was washed with saturated brine, dried (MgSO4) and concentrated. The obtained residue was subjected to silica gel column ch... Reactants: C([O-])([O-])=O.[K+].[K+] (potassium carbonate), C(C)I (ethyl iodide), CC(=O)CC (methyl-ethyl-ketone), OC=1C=C2C(CC(OC2=CC1O)(C)C)=O (6,7-dihydroxy-2,2-dimethyl-4-chromanone). Run at time 3 hour. The product is OC=1C=C2C(CC(OC2=CC1OCC)(C)C)=O (6-hydroxy-7-ethoxy-2,2-dimethyl-4-chromanone). Yield: 85.0%. Reaction SMILES: [CH3:1][C:2](CC)=O.C(=O)([O-])[O-].[K+].[K+].C(I)C.[OH:15][C:16]1[CH:17]=[C:18]2[C:23](=[CH:24][C:25]=1[OH:26])[O:22][C:21]([CH3:28])([CH3:27])[CH2:20][C:19]2=[O:29]>>[OH:15][C:16]1[CH:17]=[C:18]2[C:23](=[CH:24][C:25]=1[O:26][CH2:1][CH3:2])[O:22][C:21]([CH3:27])([CH3:28])[CH2:20][C:19]2=[O:29] |f:1.2.3|. Reported procedure: In 100 ml of methyl-ethyl-ketone 4.2 g (20 millimoles) of 6,7-dihydroxy-2,2-dimethyl-4-chromanone are dissolved. To the solution 4.1 g (30 millimoles) of potassium carbonate and 4.7 g (2.4 ml, 30 millimoles) of ethyl iodide are added and the reaction mixture is heated to boiling for 3 hours. The reaction mixture is worked up according to Example 17. Thus 4.0 g of the title compound are obtained, yield 85%. Mp.: 129°-130° C.